From a dataset of the Open Reaction Database (ORD), a public repository of structured organic reaction records. describe an organic reaction: reactants, conditions, products, and yield The reactants are O=C([O-])[O-], COc1ccc(C2Sc3ccccc3NC(=O)C2O)cc1, CN(C)CCCl, CCOC(C)=O, Cl, [K+], [K+], O. Product: COc1ccc(C2Sc3ccccc3N(CCN(C)C)C(=O)C2O)cc1, Cl. As a reaction SMILES: [C:29](=[O:30])([O-:31])[O-:32].[CH3:1][O:2][c:3]1[cH:4][cH:5][c:6]([CH:9]2[S:10][c:11]3[c:12]([cH:18][cH:19][cH:20][cH:21]3)[NH:13][C:14](=[O:17])[CH:15]2[OH:16])[cH:7][cH:8]1.[CH3:23][N:24]([CH2:25][CH2:26][Cl:27])[CH3:28].[CH3:35][CH2:36][O:37][C:38](=[O:39])[CH3:40].[ClH:22].[K+:33].[K+:34].[OH2:41]>>[CH3:1][O:2][c:3]1[cH:4][cH:5][c:6]([CH:9]2[S:10][c:11]3[c:12]([cH:18][cH:19][cH:20][cH:21]3)[N:13]([CH2:26][CH2:25][N:24]([CH3:23])[CH3:28])[C:14](=[O:17])[CH:15]2[OH:16])[cH:7][cH:8]1.[ClH:27]. Reactants: CS(=O)(=O)c1ccc(-c2cnn(-c3cccc(Cl)c3)c(=O)c2O)cc1, O, Cc1ccc(S(=O)(=O)Cl)cc1, c1ccncc1. Yields the product Cc1ccc(S(=O)(=O)Oc2c(-c3ccc(S(C)(=O)=O)cc3)cnn(-c3cccc(Cl)c3)c2=O)cc1. Reaction SMILES: [Cl:1][c:2]1[cH:3][c:4](-[n:8]2[n:9][cH:10][c:11](-[c:16]3[cH:17][cH:18][c:19]([S:22](=[O:23])(=[O:24])[CH3:25])[cH:20][cH:21]3)[c:12]([OH:15])[c:13]2=[O:14])[cH:5][cH:6][cH:7]1.[OH2:37].[c:26]1([CH3:36])[cH:27][cH:28][c:29]([S:32](=[O:33])(=[O:34])[Cl:35])[cH:30][cH:31]1.[cH:38]1[cH:39][cH:40][n:41][cH:42][cH:43]1>>[Cl:1][c:2]1[cH:3][c:4](-[n:8]2[n:9][cH:10][c:11](-[c:16]3[cH:17][cH:18][c:19]([S:22](=[O:23])(=[O:24])[CH3:25])[cH:20][cH:21]3)[c:12]([O:15][S:32]([c:29]3[cH:28][cH:27][c:26]([CH3:36])[cH:31][cH:30]3)(=[O:33])=[O:34])[c:13]2=[O:14])[cH:5][cH:6][cH:7]1. Starting materials: NCCCN1C(=NC=2C(=NC=3C=CC=CC3C21)N)C (1-(3-aminopropyl)-2-methyl-1H-imidazo[4,5-c]quinolin-4-amine), C(C(C)C)(=O)Cl (isobutyryl chloride). Yields the product NC1=NC=2C=CC=CC2C2=C1N=C(N2CCCNC(C(C)C)=O)C (N-[3-(4-amino-2-methyl-1H-imidazo[4,5-c]quinolin-1-yl)propyl]-2-methylpropanamide). Yield: 43.6%. RXN SMILES: [NH2:1][CH2:2][CH2:3][CH2:4][N:5]1[C:17]2[C:16]3[CH:15]=[CH:14][CH:13]=[CH:12][C:11]=3[N:10]=[C:9]([NH2:18])[C:8]=2[N:7]=[C:6]1[CH3:19].[C:20](Cl)(=[O:24])[CH:21]([CH3:23])[CH3:22]>>[NH2:18][C:9]1[C:8]2[N:7]=[C:6]([CH3:19])[N:5]([CH2:4][CH2:3][CH2:2][NH:1][C:20](=[O:24])[CH:21]([CH3:23])[CH3:22])[C:17]=2[C:16]2[CH:15]=[CH:14][CH:13]=[CH:12][C:11]=2[N:10]=1. Procedure details: Using the general method of Example 205, 1-(3-aminopropyl)-2-methyl-1H-imidazo[4,5-c]quinolin-4-amine (2.00 g, 7.83 mmol) was reacted with isobutyryl chloride (835 mg, 7.83 mmol). The product was recrystallized from methyl acetate to provide 1.11 g of N-[3-(4-amino-2-methyl-1H-imidazo[4,5-c]quinolin-1-yl)propyl]-2-methylpropanamide as an off white powder, m.p. 239.0-240.1° C. Analysis: Calculated for C18H23N5O.0.20 C3H6O2: % C, 65.66; % H, 7.17; % N, 20.58. Found: % C, 65.51. % H, 7.05; % N, 20....